Dataset: the Open Reaction Database (ORD), a public repository of structured organic reaction records. Task: describe an organic reaction: reactants, conditions, products, and yield Starting materials: B, O=C([O-])O, CSC, [Na+], COc1cc(CC(=O)N2CCN(c3nsc4ccccc34)CC2)c([N+](=O)[O-])cc1OC. The product is COc1cc(CCN2CCN(c3nsc4ccccc34)CC2)c([N+](=O)[O-])cc1OC. RXN SMILES: [BH3:35].[C:36](=[O:37])([OH:38])[O-:39].[CH3:32][S:33][CH3:34].[Na+:40].[s:1]1[n:2][c:3]([N:10]2[CH2:11][CH2:12][N:13]([C:16]([CH2:17][c:18]3[c:19]([N+:28](=[O:29])[O-:30])[cH:20][c:21]([O:26][CH3:27])[c:22]([O:24][CH3:25])[cH:23]3)=[O:31])[CH2:14][CH2:15]2)[c:4]2[c:5]1[cH:6][cH:7][cH:8][cH:9]2>>[s:1]1[n:2][c:3]([N:10]2[CH2:11][CH2:12][N:13]([CH2:16][CH2:17][c:18]3[c:19]([N+:28](=[O:29])[O-:30])[cH:20][c:21]([O:26][CH3:27])[c:22]([O:24][CH3:25])[cH:23]3)[CH2:14][CH2:15]2)[c:4]2[c:5]1[cH:6][cH:7][cH:8][cH:9]2.